Dataset: the Open Reaction Database (ORD), a public repository of structured organic reaction records. Task: describe an organic reaction: reactants, conditions, products, and yield Reactants: N#CCC(=O)O, CC#N, C(=NC1CCCCC1)=NC1CCCCC1, Nc1nccs1, [Na+], [OH-]. Yields the product N#CCC(=O)Nc1nccs1. As a reaction SMILES: [C:1](#[N:2])[CH2:3][C:4](=[O:5])[OH:6].[CH3:28][C:29]#[N:30].[CH:13]1([N:14]=[C:15]=[N:16][CH:17]2[CH2:18][CH2:19][CH2:20][CH2:21][CH2:22]2)[CH2:23][CH2:24][CH2:25][CH2:26][CH2:27]1.[NH2:7][c:8]1[s:9][cH:10][cH:11][n:12]1.[Na+:32].[OH-:31]>>[C:1](#[N:2])[CH2:3][C:4](=[O:6])[NH:7][c:8]1[s:9][cH:10][cH:11][n:12]1. Starting materials: N(=O)[O-].[Na+] (sodium nitrite), [OH-].[Na+] (sodium hydroxide), NC1=C2C=CC(=NC2=CC=C1Cl)C (5-Amino-6-chloroquinaldine), Cl (hydrochloric acid), cuprous chloride, Cl (hydrochloric acid). Run in O (water). The product is ClC1=C2C=CC(=NC2=CC=C1Cl)C (5,6-dichloroquinaldine). As a reaction SMILES: N[C:2]1[C:11]([Cl:12])=[CH:10][CH:9]=[C:8]2[C:3]=1[CH:4]=[CH:5][C:6]([CH3:13])=[N:7]2.N([O-])=O.[Na+].[OH-].[Na+].[ClH:20]>O>[Cl:20][C:2]1[C:11]([Cl:12])=[CH:10][CH:9]=[C:8]2[C:3]=1[CH:4]=[CH:5][C:6]([CH3:13])=[N:7]2 |f:1.2,3.4|. Procedure details: 5-Amino-6-chloroquinaldine (4 g) was dissolved in 40 ml of concentrated hydrochloric acid and the resulting solution was cooled with ice. Then, a solution of 2.1 g of sodium nitrite dissolved in 5 ml of water was added thereto dropwise while ice-cooling. After continuing the reaction at the same temperature as above, the reaction mixture was added to a solution of 7 g of cuprous chloride dissolved in 15 ml of concentrated hydrochloric acid and the resulting mixture was allowed to react on a wate... Reactants: NC1=NC=C(N=C1)C#N (2-amino-5-cyanopyrazine), FC(S(=O)(=O)OC=1N=CC2=C(C=CC=C2C1)Br)(F)F (8-bromoisoquinolin-3-yl trifluoromethanesulfonate), ( 2 ). Yields the product BrC=1C=CC=C2C=C(N=CC12)NC=1N=CC(=NC1)C#N (5-(8-Bromoisoquinolin-3-ylamino)pyrazine-2-carbonitrile). As a reaction SMILES: [NH2:1][C:2]1[CH:7]=[N:6][C:5]([C:8]#[N:9])=[CH:4][N:3]=1.FC(F)(F)S(O[C:16]1[N:17]=[CH:18][C:19]2[C:24]([CH:25]=1)=[CH:23][CH:22]=[CH:21][C:20]=2[Br:26])(=O)=O>>[Br:26][C:20]1[CH:21]=[CH:22][CH:23]=[C:24]2[C:19]=1[CH:18]=[N:17][C:16]([NH:1][C:2]1[N:3]=[CH:4][C:5]([C:8]#[N:9])=[N:6][CH:7]=1)=[CH:25]2. Procedure details: The title compound was prepared using methods analogous to those described in Synthesis 5-1 using 2-amino-5-cyanopyrazine in place of (R)-5-amino-3-(pyrrolidin-3-yloxy)pyrazine-2-carbonitrile and 8-bromoisoquinolin-3-yl trifluoromethanesulfonate in place of 3,8-dichloroisoquinoline. 1H NMR (DMSO, 400 MHz) δ 11.30 (br s, 1H), 9.40 (s, H), 8.95 (s, H), 8.80 (s, H), 8.60 (s, H), 8.05 (d, 1H, J=8.5 Hz), 7.95 (d, 1H, J=7.5 Hz), 7.75 (dd, 1H, J=8.5 Hz, 7.5 Hz). LC-MS (2) Rt=3.21 min, m/z (ESI+) 326 & ... Reaction SMILES: [CH2:1]([CH3:2])[O:3][C:4]([CH:5]([CH3:6])[c:7]1[cH:8][c:9](-[c:15]2[c:16]([CH2:25][N:26]([CH2:27][CH3:28])[C:29]([O:30][CH2:31][c:32]3[cH:33][cH:34][cH:35][cH:36][cH:37]3)=[O:38])[cH:17][c:18]([C:21]([F:22])([F:23])[F:24])[cH:19][cH:20]2)[c:10]([O:13][CH3:14])[cH:11][cH:12]1)=[O:39].[CH3:40][CH2:41][OH:42]>>[CH2:1]([CH3:2])[O:3][C:4]([CH:5]([CH3:6])[c:7]1[cH:8][c:9](-[c:15]2[c:16]([CH2:25][NH:26][CH2:27][CH3:28])[cH:17][c:18]([C:21]([F:22])([F:23])[F:24])[cH:19][cH:20]2)[c:10]([O:13][CH3:14])[cH:11][cH:12]1)=[O:39]. Yields the product CCNCc1cc(C(F)(F)F)ccc1-c1cc(C(C)C(=O)OCC)ccc1OC. Reactants: CCOC(=O)C(C)c1ccc(OC)c(-c2ccc(C(F)(F)F)cc2CN(CC)C(=O)OCc2ccccc2)c1, CCO. The reactants are CC(=O)O, [Cl-], Cc1ccc(Cl)cc1N, Cl, O=N[O-], [Na+], O=S=O, O. Yields the product Cc1ccc(Cl)cc1S(=O)(=O)Cl. RXN SMILES: [CH3:20][C:21](=[O:22])[OH:23].[Cl-:18].[Cl:1][c:2]1[cH:3][cH:4][c:5]([CH3:9])[c:6]([NH2:8])[cH:7]1.[ClH:10].[N:11]([O-:12])=[O:13].[Na+:14].[O:15]=[S:16]=[O:17].[OH2:19]>>[Cl:1][c:2]1[cH:3][cH:4][c:5]([CH3:9])[c:6]([S:16]([Cl:10])(=[O:15])=[O:17])[cH:7]1. Conditions: time 15 minute. Reactants: resultant mixture, Ice, NC=1C=C(C=CC1)C1(CCN(CC1)CCCCCC)CCC (4-(3-aminophenyl)-N-hexyl-4-n-propylpiperidine), CS(=O)(=O)Cl (methanesulfonyl chloride), ClCCl (dichloromethane). Run in N1=CC=CC=C1 (pyridine). Procedure details: To a solution of 4-(3-aminophenyl)-N-hexyl-4-n-propylpiperidine (Preparation 70, 25 mg, 0.08 mmol) in pyridine (0.5 ml) under nitrogen was added methanesulfonyl chloride (10 ml, 0.124 mmol) and the resultant mixture was stirred overnight. Ice (2 g) was added and, after 15 min, dichloromethane (3 ml) was added and the biphasic mixture was left to stir for 15 min. The layers were separated and the aqueous layer was extracted with dichloromethane (3 ml). The combined extracts were dried (Na2SO4) an... The product is N (ammonia), C(CCCCC)N1CCC(CC1)(CCC)C1=CC(=CC=C1)NS(=O)(=O)C (N-Hexyl-4-(3-methanesulfonylaminophenyl)-4-n-propylpiperidine). Yield: 183.9%. As a reaction SMILES: [NH2:1][C:2]1[CH:3]=[C:4]([C:8]2([CH2:20][CH2:21][CH3:22])[CH2:13][CH2:12][N:11]([CH2:14][CH2:15][CH2:16][CH2:17][CH2:18][CH3:19])[CH2:10][CH2:9]2)[CH:5]=[CH:6][CH:7]=1.[CH3:23][S:24](Cl)(=[O:26])=[O:25].ClCCl>N1C=CC=CC=1>[NH3:1].[CH2:14]([N:11]1[CH2:12][CH2:13][C:8]([C:4]2[CH:5]=[CH:6][CH:7]=[C:2]([NH:1][S:24]([CH3:23])(=[O:26])=[O:25])[CH:3]=2)([CH2:20][CH2:21][CH3:22])[CH2:9][CH2:10]1)[CH2:15][CH2:16][CH2:17][CH2:18][CH3:19].